Dataset: the Open Reaction Database (ORD), a public repository of structured organic reaction records. Task: describe an organic reaction: reactants, conditions, products, and yield Procedure: 45.82 g of α-bromo-p-methoxyacetophenone were dissolved in 400 ml of methylene chloride, and 28.04 g of hexamethylenetetramine were added to the solution, which was then stirred at room temperature for 2 hours. The crystals which precipitated were collected by filtration. 200 ml of ethanol and 100 ml of concentrated hydrochloric acid were added to these crystals, and the mixture was stirred at room temperature for 18 hours. The reaction mixture was then concentrated by evaporation under reduced ... As a reaction SMILES: Br[CH2:2][C:3]([C:5]1[CH:10]=[CH:9][C:8]([O:11][CH3:12])=[CH:7][CH:6]=1)=[O:4].C1N2CN3CN(C2)C[N:14]1C3.C(Cl)[Cl:24]>>[ClH:24].[NH2:14][CH2:2][C:3]([C:5]1[CH:10]=[CH:9][C:8]([O:11][CH3:12])=[CH:7][CH:6]=1)=[O:4] |f:3.4|. Reaction conditions: time 2 hour. Product: Cl.NCC(=O)C1=CC=C(C=C1)OC (α-Amino-p-methoxyacetophenone hydrochloride). Reactants: BrCC(=O)C1=CC=C(C=C1)OC (α-bromo-p-methoxyacetophenone), C(Cl)Cl (methylene chloride), C1N2CN3CN1CN(C2)C3 (hexamethylenetetramine). Run in C(C)#N (acetonitrile). Product: C1=C(C=CC2=CC=CC=C12)CCC=CC1=C(C=CC=C1)OCC1=CC=CC=C1 (4-(2-naphthyl)-1-(2-benzyloxyphenyl)-1-butene). Reactants: C1=C(C=CC2=CC=CC=C12)CCC=O (3-(2-naphthyl)propanal), [Cl-].C(C1=CC=CC=C1)OC1=C(C[P+](C2=CC=CC=C2)(C2=CC=CC=C2)C2=CC=CC=C2)C=CC=C1 (2-benzyloxybenzyltriphenylphosphonium chloride), N12CCCCCC2=NCCC1 (1,8 -diazabicyclo[5,4,0]undec-7-ene). Procedure: Following a procedure similar to that described in the first part of Preparation 3, 1.73 g of 3-(2-naphthyl)propanal prepared as described above, 4.65 g of 2-benzyloxybenzyltriphenylphosphonium chloride (prepared as described in Preparation 1) and 2.15 g of 1,8 -diazabicyclo[5,4,0]undec-7-ene were reacted in 200 ml of acetonitrile. The reaction mixture was worked up and purified as described in the first part of Preparation 3, to obtain 2.83 g (yield 82%) of 4-(2-naphthyl)-1-(2-benzyloxyphenyl)-... As a reaction SMILES: [CH:1]1[C:10]2[C:5](=[CH:6][CH:7]=[CH:8][CH:9]=2)[CH:4]=[CH:3][C:2]=1[CH2:11][CH2:12][CH:13]=O.[Cl-].[CH2:16]([O:23][C:24]1[CH:49]=[CH:48][CH:47]=[CH:46][C:25]=1[CH2:26][P+](C1C=CC=CC=1)(C1C=CC=CC=1)C1C=CC=CC=1)[C:17]1[CH:22]=[CH:21][CH:20]=[CH:19][CH:18]=1.N12CCCN=C1CCCCC2>C(#N)C>[CH:1]1[C:10]2[C:5](=[CH:6][CH:7]=[CH:8][CH:9]=2)[CH:4]=[CH:3][C:2]=1[CH2:11][CH2:12][CH:13]=[CH:26][C:25]1[CH:46]=[CH:47][CH:48]=[CH:49][C:24]=1[O:23][CH2:16][C:17]1[CH:22]=[CH:21][CH:20]=[CH:19][CH:18]=1 |f:1.2|. The yield is 82.7%. Reported procedure: The procedure described in Example 3 is repeated but 11.9 g of 2-methyl-4,4-diethoxy-2-butenal is used insteat of 16.3 g of 2-methyl- 4-bromo-2-butenal. Pure 2-methyl-4,4-diethoxybutanal is obtained in a yield of 89% of theory. Isolated yield 89.0%. As a reaction SMILES: [CH3:1][C:2](=[CH:5][CH:6]([O:10][CH2:11][CH3:12])[O:7][CH2:8][CH3:9])[CH:3]=[O:4].CC(=CCBr)C=O>>[CH3:1][CH:2]([CH2:5][CH:6]([O:7][CH2:8][CH3:9])[O:10][CH2:11][CH3:12])[CH:3]=[O:4]. The product is CC(C=O)CC(OCC)OCC (2-methyl-4,4-diethoxybutanal). The reactants are CC(C=O)=CC(OCC)OCC (2-methyl-4,4-diethoxy-2-butenal), CC(C=O)=CCBr (2-methyl- 4-bromo-2-butenal). Starting materials: C1(=CC=CC=C1)S(=O)(=O)NC1=C(C2=C(S1)CCCC2)C(=O)OCC (ethyl 2-benzenesulphonylamino-4,5,6,7-tetrahydro-benzo[b]thiophene-3-carboxylate), NC1=C(C2=C(S1)CCCC2)C(=O)OC (methyl 2-amino-4,5,6,7-tetrahydrobenzo[b]thiophene-3-carboxylate), ClC=1C=C(C=CC1)S(=O)(=O)Cl (3-chlorobenzene-sulfonyl chloride). Product: ClC=1C=C(C=CC1)S(=O)(=O)NC1=C(C2=C(S1)CCCC2)C(=O)OC (Methyl 2-(3-chlorobenzenesulphonylamino)-4,5,6,7-tetrahydrobenzo[b]thiophene-3-carboxylate). Reaction SMILES: [C:1]1([S:7]([NH:10][C:11]2[S:15][C:14]3[CH2:16][CH2:17][CH2:18][CH2:19][C:13]=3[C:12]=2[C:20]([O:22][CH2:23]C)=[O:21])(=[O:9])=[O:8])[CH:6]=[CH:5][CH:4]=[CH:3][CH:2]=1.NC1SC2CCCCC=2C=1C(OC)=O.[Cl:39]C1C=C(S(Cl)(=O)=O)C=CC=1>>[Cl:39][C:3]1[CH:2]=[C:1]([S:7]([NH:10][C:11]2[S:15][C:14]3[CH2:16][CH2:17][CH2:18][CH2:19][C:13]=3[C:12]=2[C:20]([O:22][CH3:23])=[O:21])(=[O:9])=[O:8])[CH:6]=[CH:5][CH:4]=1. Procedure details: Prepared by proceeding in a similar manner to Intermediate 1, starting from methyl 2-amino-4,5,6,7-tetrahydrobenzo[b]thiophene-3-carboxylate and 3-chlorobenzene-sulfonyl chloride.